The task is: describe an organic reaction: reactants, conditions, products, and yield. This data is from the Open Reaction Database (ORD), a public repository of structured organic reaction records. Reactants: C(C1=CC=C(C=C1)OC)(=O)[C@@]([C@@](C(=O)O)(O)C(C1=CC=C(C=C1)OC)=O)(O)C(=O)O.C1(=CC=CC=C1)C1(CNCC1)CCO ((-)-3-phenyl-3-(2-hydroxyethyl)pyrrolidine (R,R)-di-p-anisoyltartaric acid salt), C([O-])([O-])=O.[Na+].[Na+] (sodium carbonate), COC1=C(C(=O)Cl)C=C(C=C1)N1N=NN=C1 (2-methoxy-5-(1H-tetrazol-1-yl)benzoyl chloride). The solvent is C(C)(=O)OCC (ethyl acetate), O (water), C(C)(=O)OCC (ethyl acetate). Run at temperature 0 celsius, time 30 minute. The product is COC1=C(C(=O)N2CC(CC2)(CCO)C2=CC=CC=C2)C=C(C=C1)N1N=NN=C1 (1-(2-methoxy-5-(1H-tetrazol-1-yl)benzoyl)-3-phenyl-3-(2-hydroxyethyl)pyrrolidine). Reaction SMILES: C([C@](C(O)=O)(O)[C@](C(=O)C1C=CC(OC)=CC=1)(O)C(O)=O)(=O)C1C=CC(OC)=CC=1.[C:31]1([C:37]2([CH2:42][CH2:43][OH:44])[CH2:41][CH2:40][NH:39][CH2:38]2)[CH:36]=[CH:35][CH:34]=[CH:33][CH:32]=1.C(=O)([O-])[O-].[Na+].[Na+].[CH3:51][O:52][C:53]1[CH:61]=[CH:60][C:59]([N:62]2[CH:66]=[N:65][N:64]=[N:63]2)=[CH:58][C:54]=1[C:55](Cl)=[O:56]>C(OCC)(=O)C.O>[CH3:51][O:52][C:53]1[CH:61]=[CH:60][C:59]([N:62]2[CH:66]=[N:65][N:64]=[N:63]2)=[CH:58][C:54]=1[C:55]([N:39]1[CH2:40][CH2:41][C:37]([C:31]2[CH:32]=[CH:33][CH:34]=[CH:35][CH:36]=2)([CH2:42][CH2:43][OH:44])[CH2:38]1)=[O:56] |f:0.1,2.3.4|. Procedure details: Combine (-)-3-phenyl-3-(2-hydroxyethyl)pyrrolidine (R,R)-di-p-anisoyltartaric acid salt (56.0 g, 92.1 mmol), sodium carbonate (19.5 g, 184 mmol) in ethyl acetate (2 L) and water (2 L). Cool to about 0° C. in an ice bath. After 30 minutes, slowly add portionwise 2-methoxy-5-(1H-tetrazol-1-yl)benzoyl chloride (92.1 mmol). After the addition is complete, warm to ambient temperature. After 1 hour, dilute the reaction mixture ethyl acetate and extract with water, 1M aqueous hydrochloric acid solution... Starting materials: NC(CNC(CO)(C)C)(C)C (2-(2-amino-2-methyl-propylamino)-2-methyl-propan-1-ol), C(Cl)(Cl)Cl (chloroform), CC(=O)C (acetone), [OH-].[Na+] (sodium hydroxide), O (water). Yields the product OCC(C)(C)N1C(C(NC(C1)(C)C)(C)C)=O (1-(2-hydroxy-1,1-dimethyl-ethyl)-3,3,5,5-tetramethyl-piperazin-2-one). As a reaction SMILES: [NH2:1][C:2]([CH3:11])([CH3:10])[CH2:3][NH:4][C:5]([CH3:9])([CH3:8])[CH2:6]O.[CH:12](Cl)(Cl)Cl.[CH3:16][C:17]([CH3:19])=O.[OH-:20].[Na+].[OH2:22]>>[OH:20][CH2:6][C:5]([N:4]1[CH2:16][C:17]([CH3:19])([CH3:12])[NH:1][C:2]([CH3:11])([CH3:10])[C:3]1=[O:22])([CH3:9])[CH3:8] |f:3.4|. Procedure: Following the procedure described in Example 1C, 80 g (0.5 moles) of 2-(2-amino-2-methyl-propylamino)-2-methyl-propan-1-ol are reacted with 90 g (0.75 moles) of chloroform and 444 ml of acetone in the presence of 114 g (2.85 moles) of sodium hydroxide in 114 ml of water. The reactants are O (water), NC=1C=CC(=NC1)OCCO[Si](C1=CC=CC=C1)(C1=CC=CC=C1)C(C)(C)C (5-amino-2-[2-(t-butyldiphenylsilyl)oxyethoxy]pyridine), C(CC)(=O)CC(=O)OC (methyl propionylacetate), C1(=CC=C(C=C1)S(=O)(=O)O)C (p-toluenesulphonic acid). Run in C1=CC=CC=C1 (benzene). Product: [Si](C1=CC=CC=C1)(C1=CC=CC=C1)(C(C)(C)C)OCCOC=1N=C2C(C=C(NC2=CC1)CC)=O (6-[2-(t-butyldiphenylsilyl)oxyethoxy]-2-ethyl-1,5-naphthyridin-4(1H)-one). Yield: 62.0%. Reaction SMILES: [NH2:1][C:2]1[CH:3]=[CH:4][C:5]([O:8][CH2:9][CH2:10][O:11][Si:12]([C:25]([CH3:28])([CH3:27])[CH3:26])([C:19]2[CH:24]=[CH:23][CH:22]=[CH:21][CH:20]=2)[C:13]2[CH:18]=[CH:17][CH:16]=[CH:15][CH:14]=2)=[N:6][CH:7]=1.[C:29]([CH2:33][C:34](OC)=[O:35])(=O)[CH2:30][CH3:31].C1(C)C=CC(S(O)(=O)=O)=CC=1.O>C1C=CC=CC=1>[Si:12]([O:11][CH2:10][CH2:9][O:8][C:5]1[N:6]=[C:7]2[C:2](=[CH:3][CH:4]=1)[NH:1][C:29]([CH2:30][CH3:31])=[CH:33][C:34]2=[O:35])([C:25]([CH3:28])([CH3:27])[CH3:26])([C:13]1[CH:18]=[CH:17][CH:16]=[CH:15][CH:14]=1)[C:19]1[CH:24]=[CH:23][CH:22]=[CH:21][CH:20]=1. Procedure details: A solution of compound C (10 g), methyl propionylacetate (11.5 g) and p-toluenesulphonic acid (0.1 g) in benzene (40 ml) was heated under reflux with azeotropic removal of water for 20 hours. Volatile material was removed by evaporation and the residue added to a refluxing eutectic mixture of 26.5% v/v diphenyl and 73.5% v/v diphenyl oxide (30 ml). The solution was heated under reflux for 1 hour, cooled and diluted with hexane (100 ml). The precipitated solid was filtered off and triturated with... The reactants are COc1ncc(Br)cc1C(=O)O, Cc1ccc(N)cc1. The reagents and catalysts are CN(C)C(=[N+](C)C)F.F[P-](F)(F)(F)(F)F (TFFH), CCN(C(C)C)C(C)C (DIPEA), CN(C)C1=CC=NC=C1 (DMAP). Solvent: CN(C)C=O (DMF), CN(C)C=O (DMF), CN(C)C=O (DMF), CN(C)C=O (DMF), CN(C)C=O (DMF), CN(C)C=O (DMF). Reaction conditions: temperature 25 celsius, time 2 hour. Yields the product COc1ncc(Br)cc1C(=O)Nc1ccc(C)cc1. The yield is 7.5%. As a reaction SMILES: Cc1ccc(N)cc1.COc1ncc(Br)cc1C(=O)O.CN(C)C(=[N+](C)C)F.F[P-](F)(F)(F)(F)F.CN(C)C1=CC=NC=C1.CCN(C(C)C)C(C)C.CN(C)C=O>>COc1ncc(Br)cc1C(=O)Nc1ccc(C)cc1. Reactants: C(C)(C)C=1C=C2C(CCN(C2=C(C1)C=O)CC)(C)C (6-Isopropyl-4,4-dimethyl-1-ethyl-1,2,3,4-tetrahydro-quinoline-8-carbaldehyde), C(C)(C)C=1C=C2C(CCN(C2=C(C1)C=O)CC)(C)C (6-Isopropyl-4,4-dimethyl-1-ethyl-1,2,3,4-tetrahydro-quinoline-8-carbaldehyde), C(C)[Mg]Br (ethyl magnesium bromide). The solvent is C1CCOC1 (THF). Product: C(C)N1CCC(C2=CC(=CC(=C12)C(CC)O)C(C)C)(C)C (1-(1-Ethyl-6-isopropyl-4,4-dimethyl-1,2,3,4-tetrahydro-quinolin-8-yl)-propan-1-ol). RXN SMILES: [CH:1]([C:4]1[CH:5]=[C:6]2[C:11](=[C:12]([CH:14]=[O:15])[CH:13]=1)[N:10]([CH2:16][CH3:17])[CH2:9][CH2:8][C:7]2([CH3:19])[CH3:18])([CH3:3])[CH3:2].[CH2:20]([Mg]Br)[CH3:21]>C1COCC1>[CH2:16]([N:10]1[C:11]2[C:6](=[CH:5][C:4]([CH:1]([CH3:2])[CH3:3])=[CH:13][C:12]=2[CH:14]([OH:15])[CH2:20][CH3:21])[C:7]([CH3:19])([CH3:18])[CH2:8][CH2:9]1)[CH3:17]. Reported procedure: Following General Procedure C, 6-isopropyl-4,4-dimethyl-1-ethyl-1,2,3,4-tetrahydro-quinoline-8-carbaldehyde (Intermediate 7, 5.78 g, 26 mmol) and a solution of ethyl magnesium bromide (2M, 35 ml, 65 mmol) in THF were reacted to give the title compound as a yellow oil after purification by column chromatography using 5% ethyl acetate in hexane. The yield is 68.7%. Reagents/catalysts: CN(C1=CC=NC=C1)C (4-dimethylaminopyridine). Conditions: time 6 hour. The solvent is C(C)#N (acetonitrile). Reported procedure: To an ice-chilled solution of 2-[(1,2,3,4-tetrahydro-6,7-dimethoxyisoquinolinyl)methyl]benzeneacetic acid (XIc, Ex. 16) (0.4 g, 1.17 mmole) and 4-dimethylaminopyridine (0.15 g, 1.23 mmol) in dry acetonitrile (45 ml) was added with stirring dicyclohexylcarbodiimide (0.24 g, 1.17 mmole). The resulting mixture was stirred at room temperature for 6 hours, then heated to boiling briefly. When the mixture was cooled to room temperature, there was separated a precipitate which was removed by filtration... Reaction SMILES: [CH3:1][O:2][C:3]1[CH:4]=[C:5]2[C:10](=[CH:11][C:12]=1[O:13][CH3:14])[CH:9]([CH2:15][C:16]1[CH:21]=[CH:20][CH:19]=[CH:18][C:17]=1[CH2:22][C:23](O)=[O:24])[NH:8][CH2:7][CH2:6]2.C1(N=C=NC2CCCCC2)CCCCC1>CN(C)C1C=CN=CC=1.C(#N)C>[CH3:14][O:13][C:12]1[C:3]([O:2][CH3:1])=[CH:4][C:5]2[CH2:6][CH2:7][N:8]3[C:23](=[O:24])[CH2:22][C:17]4[CH:18]=[CH:19][CH:20]=[CH:21][C:16]=4[CH2:15][CH:9]3[C:10]=2[CH:11]=1. The product is COC=1C(=CC=2CCN3C(CC4=C(CC3=O)C=CC=C4)C2C1)OC (5,9,14,14a-Tetrahydro-2,3-dimethoxyisoquino[1,2-b][3]benzazepin-8(6H)-one). Starting materials: ice, COC=1C=C2CCNC(C2=CC1OC)CC1=C(C=CC=C1)CC(=O)O (2-[(1,2,3,4-tetrahydro-6,7-dimethoxyisoquinolinyl)methyl]benzeneacetic acid), C1(CCCCC1)N=C=NC1CCCCC1 (dicyclohexylcarbodiimide). The reactants are ClC1=C(CC=2C(=NNC2N)C(F)(F)F)C=CC=C1Cl (4-(2,3-dichlorobenzyl)-3-(trifluoromethyl)-1H-pyrazol-5-amine), O=C(CC(=O)OCC)C1=CC=NC=C1 (ethyl 3-oxo-3-(pyridin-4-yl)propanoate), C([O-])(O)=O.[Na+] (sodium bicarbonate). Run in OS(=O)(=O)O (H2SO4), O1CCOCC1 (dioxane). Run at temperature 120 celsius, time 16 hour. Yields the product ClC1=C(CC=2C(=NN3C2N=C(C=C3O)C3=CC=NC=C3)C(F)(F)F)C=CC=C1Cl (3-(2,3-dichlorobenzyl)-5-(pyridin-4-yl)-2-(trifluoromethyl)pyrazolo[1,5-a]pyrimidin-7-ol). Isolated yield 9.6%. As a reaction SMILES: [Cl:1][C:2]1[C:18]([Cl:19])=[CH:17][CH:16]=[CH:15][C:3]=1[CH2:4][C:5]1[C:6]([C:11]([F:14])([F:13])[F:12])=[N:7][NH:8][C:9]=1[NH2:10].O=[C:21]([C:28]1[CH:33]=[CH:32][N:31]=[CH:30][CH:29]=1)[CH2:22][C:23](OCC)=[O:24].C(=O)(O)[O-].[Na+]>OS(O)(=O)=O.O1CCOCC1>[Cl:1][C:2]1[C:18]([Cl:19])=[CH:17][CH:16]=[CH:15][C:3]=1[CH2:4][C:5]1[C:6]([C:11]([F:13])([F:14])[F:12])=[N:7][N:8]2[C:23]([OH:24])=[CH:22][C:21]([C:28]3[CH:33]=[CH:32][N:31]=[CH:30][CH:29]=3)=[N:10][C:9]=12 |f:2.3|. Procedure details: A mixture of 4-(2,3-dichlorobenzyl)-3-(trifluoromethyl)-1H-pyrazol-5-amine (100 mg, 0.332 mmol), ethyl 3-oxo-3-(pyridin-4-yl)propanoate (75 mg, 0.387 mmol) in conc. H2SO4 (1.5 mL) and dioxane (15 mL) was placed in a sealed tube and stirred at 120° C. for 16 h. After cooled to room temperature, the pH of the mixture was carefully adjusted to 8 with saturated aq. sodium bicarbonate solution. The resulting mixture was extracted with DCM (50 mL×3). The combined organic layers were washed with water ... Starting materials: O1C2(C1CCCC2)CO (1,2-epoxycyclohexanemethanol), [OH-].[Na+] (sodium hydroxide). The reagents and catalysts are S(O)(O)(=O)=O (sulfuric acid). Solvent: O1CCOCC1 (p-dioxane), O (water). The product is OC1(C(CCCC1)O)CO (1,2-dihydroxycyclohexanemethanol). Reaction SMILES: [O:1]1[CH:3]2[CH2:4][CH2:5][CH2:6][CH2:7][C:2]12[CH2:8][OH:9].[OH-:10].[Na+]>S(=O)(=O)(O)O.O1CCOCC1.O>[OH:10][C:2]1([CH2:8][OH:9])[CH2:7][CH2:6][CH2:5][CH2:4][CH:3]1[OH:1] |f:1.2|. Reported procedure: A stirred mixture of 10.6 g of 1,2-epoxycyclohexanemethanol and 8 drops of concentrated sulfuric acid in 100 ml of p-dioxane and 100 ml of water was heated at 60°-70° for 18 hours. The reaction mixture was neutralized with sodium hydroxide, and evaporated under reduced pressure to a viscous residue. The residue was taken up in methanol and dried with sodium sulfate. The mixture was filtered and the filtrate evaporated under reduced pressure to a residue. The residue was distilled to give 10.8 g ... The reactants are C1CCOC1, CN1CCOCC1, CC(CO)c1ccccc1[N+](=O)[O-], O=C(Cl)OC(Cl)(Cl)Cl. The product is CC(COC(=O)Cl)c1ccccc1[N+](=O)[O-]. Reaction SMILES: [CH2:29]1[O:30][CH2:31][CH2:32][CH2:33]1.[CH3:14][N:15]1[CH2:16][CH2:17][O:18][CH2:19][CH2:20]1.[N+:1](=[O:2])([O-:3])[c:4]1[c:5]([CH:10]([CH2:11][OH:12])[CH3:13])[cH:6][cH:7][cH:8][cH:9]1.[O:21]=[C:22]([O:23][C:24]([Cl:25])([Cl:27])[Cl:28])[Cl:26]>>[N+:1](=[O:2])([O-:3])[c:4]1[c:5]([CH:10]([CH2:11][O:12][C:24](=[O:23])[Cl:25])[CH3:13])[cH:6][cH:7][cH:8][cH:9]1. Reactants: CC1=NNC2=NC=C(C=C21)C=NNC(=S)N (1-((3-methyl-1H-pyrazolo[3,4-b]pyridin-5-yl)methylene)thiosemicarbazide), C(C)(=O)OC(C)=O (acetic anhydride). Reaction conditions: temperature 80 celsius. The product is C(C)(=O)NC(S)=N/N=C/C=1C=C2C(=NC1)NN=C2C (1-Acetyl-3-((E)-(3-methyl-1H-pyrazolo[3,4-b]pyridin-5-yl)methyleneamino)isothiourea). As a reaction SMILES: [CH3:1][C:2]1[C:10]2[C:5](=[N:6][CH:7]=[C:8]([CH:11]=[N:12][NH:13][C:14]([NH2:16])=[S:15])[CH:9]=2)[NH:4][N:3]=1.[C:17](OC(=O)C)(=[O:19])[CH3:18]>>[C:17]([NH:16][C:14](=[N:13]/[N:12]=[CH:11]/[C:8]1[CH:9]=[C:10]2[C:2]([CH3:1])=[N:3][NH:4][C:5]2=[N:6][CH:7]=1)[SH:15])(=[O:19])[CH3:18]. Procedure details: The staring material 1-((3-methyl-1H-pyrazolo[3,4-b]pyridin-5-yl)methylene)thiosemicarbazide (500 mg, 2.0 mmol) and acetic anhydride (20 ml) was mixed and heated to 80° C. for 1 hour. The reaction mixture was then cooled down to room temperature. The yellow solid was precipitated out and was filtered off. The yellow solid was washed with ether (50 ml). The product was obtained in quantitative yield and used for the next step without further purification.